Dataset: the Open Reaction Database (ORD), a public repository of structured organic reaction records. Task: describe an organic reaction: reactants, conditions, products, and yield Reactants: ClC1=C(OC2(CCC2)C(=O)O)C=CC(=C1Cl)\C=C(/CC)\[N+](=O)[O-] ((E)-1-[2,3-dichloro-4-(2-nitro-1-butenyl)phenoxy]cyclobutane-1-carboxylic acid), C([O-])(O)=O.[Na+] (sodium bicarbonate), O (water). The product is ClC1=C(OC2(CCC2)C(=O)[O-])C=CC(=C1Cl)\C=C(/CC)\[N+](=O)[O-].[Na+] (Sodium (E)-1-[2,3-Dichloro-4-(2-nitro-1-butenyl)phenoxy]cyclobutane-1-carboxylate). RXN SMILES: [Cl:1][C:2]1[C:15]([Cl:16])=[C:14](/[CH:17]=[C:18](/[N+:21]([O-:23])=[O:22])\[CH2:19][CH3:20])[CH:13]=[CH:12][C:3]=1[O:4][C:5]1([C:9]([OH:11])=[O:10])[CH2:8][CH2:7][CH2:6]1.O.C(=O)(O)[O-].[Na+:29]>>[Cl:1][C:2]1[C:15]([Cl:16])=[C:14](/[CH:17]=[C:18](/[N+:21]([O-:23])=[O:22])\[CH2:19][CH3:20])[CH:13]=[CH:12][C:3]=1[O:4][C:5]1([C:9]([O-:11])=[O:10])[CH2:8][CH2:7][CH2:6]1.[Na+:29] |f:2.3,4.5|. Procedure: 250 mg of (E)-1-[2,3-dichloro-4-(2-nitro-1-butenyl)phenoxy]cyclobutane-1-carboxylic acid is dissolved in 31 ml of 0.1 N sodium bicarbonate and sufficient isotonic buffer to make a final volume of 100 ml. The water from all sources was pyrogen-free. The solution is sterilized by filtration.